The task is: describe an organic reaction: reactants, conditions, products, and yield. This data is from the Open Reaction Database (ORD), a public repository of structured organic reaction records. Reactants: IC=1C2(OCCO2)CCCC1 (6-iodo-1,4-dioxaspiro[4.5]dec-6-ene), C(CCC)[Li] (butyl lithium), O (water), CC1(OB(OC1(C)C)OC(C)C)C (4,4,5,5-tetramethyl-2-(propan-2-yloxy)-1,3,2-dioxaborolane). The solvent is C1CCOC1 (THF). Conditions: temperature -78 celsius, time 1 hour. Yields the product CC1(OB(OC1(C)C)C=1C2(OCCO2)CCCC1)C (6-(4,4,5,5-Tetramethyl-1,3,2-dioxaborolan-2-yl)-1,4-dioxaspiro[4.5]dec-6-ene). Yield: 56.0%. Reaction SMILES: I[C:2]1[C:3]2([CH2:8][CH2:9][CH2:10][CH:11]=1)[O:7][CH2:6][CH2:5][O:4]2.C([Li])CCC.[CH3:17][C:18]1([CH3:29])[C:22]([CH3:24])([CH3:23])[O:21][B:20](OC(C)C)[O:19]1.O>C1COCC1>[CH3:17][C:18]1([CH3:29])[C:22]([CH3:24])([CH3:23])[O:21][B:20]([C:2]2[C:3]3([CH2:8][CH2:9][CH2:10][CH:11]=2)[O:7][CH2:6][CH2:5][O:4]3)[O:19]1. Procedure details: To a solution of 6-iodo-1,4-dioxaspiro[4.5]dec-6-ene (Synlett, 2008, 1086-1090; 2.70 g, 10.2 mmol) in THF (30 mL), butyl lithium (1.65 M solution in hexane; 6.7 mL, 11.1 mmol) was added at −78° C. The reaction solution was stirred at −78° C. for 1 hour. Then, 4,4,5,5-tetramethyl-2-(propan-2-yloxy)-1,3,2-dioxaborolane (4.0 mL, 19.8 mmol) was added thereto, and the mixture was stirred at −78° C. for 2 hours. To the reaction solution, water (50 mL) was added, followed by extraction with ethyl aceta... Starting materials: BrC1=CC=C(C=C1)C1=CC=C(C=C1)N1N=CCCC1=O (2-(4′-bromobiphenyl-4-yl)-4,5-dihydropyridazin-3(2H)-one), Cl.Cl.CN1C[C@@H]2NCC[C@@H]2C1 ((3aR,6aR)-5-methylhexahydropyrrolo[3,4-b]pyrrole dihydrochloride), C([O-])([O-])=O.[Cs+].[Cs+] (cesium carbonate), C1(CCCCC1)P(C1=C(C=CC=C1)C1=C(C=CC=C1)N(C)C)C1CCCCC1 (2-dicyclohexylphosphino-2′(N,N-dimethylamino)biphenyl). The reagents and catalysts are [O-]S(=O)(=O)C(F)(F)F.[Ag+] (silver triflate), C=1C=CC(=CC1)/C=C/C(=O)/C=C/C2=CC=CC=C2.C=1C=CC(=CC1)/C=C/C(=O)/C=C/C2=CC=CC=C2.C=1C=CC(=CC1)/C=C/C(=O)/C=C/C2=CC=CC=C2.[Pd].[Pd] (tris(dibenzylideneacetone)dipalladium). Solvent: C1(=CC=CC=C1)C (toluene). Run at temperature 100 celsius. Product: CN1C[C@@H]2N(CC[C@@H]2C1)C1=CC=C(C=C1)C1=CC=C(C=C1)N1N=CCCC1=O (2-{4′-[(3aR,6aR)-5-Methylhexahydropyrrolo[3,4-b]pyrrol-1(2H)-yl]biphenyl-4-yl}-4,5-dihydropyridazin-3(2H)-one). The yield is 15.6%. RXN SMILES: Br[C:2]1[CH:7]=[CH:6][C:5]([C:8]2[CH:13]=[CH:12][C:11]([N:14]3[C:19](=[O:20])[CH2:18][CH2:17][CH:16]=[N:15]3)=[CH:10][CH:9]=2)=[CH:4][CH:3]=1.Cl.Cl.[CH3:23][N:24]1[CH2:31][C@@H:30]2[C@@H:26]([NH:27][CH2:28][CH2:29]2)[CH2:25]1.C(=O)([O-])[O-].[Cs+].[Cs+].C1(P(C2CCCCC2)C2C=CC=CC=2C2C=CC=CC=2N(C)C)CCCCC1>[O-]S(C(F)(F)F)(=O)=O.[Ag+].C1C=CC(/C=C/C(/C=C/C2C=CC=CC=2)=O)=CC=1.C1C=CC(/C=C/C(/C=C/C2C=CC=CC=2)=O)=CC=1.C1C=CC(/C=C/C(/C=C/C2C=CC=CC=2)=O)=CC=1.[Pd].[Pd].C1(C)C=CC=CC=1>[CH3:23][N:24]1[CH2:31][C@@H:30]2[C@@H:26]([N:27]([C:2]3[CH:7]=[CH:6][C:5]([C:8]4[CH:13]=[CH:12][C:11]([N:14]5[C:19](=[O:20])[CH2:18][CH2:17][CH:16]=[N:15]5)=[CH:10][CH:9]=4)=[CH:4][CH:3]=3)[CH2:28][CH2:29]2)[CH2:25]1 |f:1.2.3,4.5.6,8.9,10.11.12.13.14|. Reported procedure: A small pressure tube equipped with a magnetic stir bar was charged with 100 mg of 2-(4′-bromobiphenyl-4-yl)-4,5-dihydropyridazin-3(2H)-one, 58 mg of (3aR,6aR)-5-methylhexahydropyrrolo[3,4-b]pyrrole dihydrochloride, 350 mg of cesium carbonate, 15 mg of silver triflate, 4.2 mg of tris(dibenzylideneacetone)dipalladium, and 7.2 mg of 2-dicyclohexylphosphino-2′(N,N-dimethylamino)biphenyl and 2 ml of toluene. After sealing and purging with argon the tube was heated at 100° C. for 20 hours. Crude prod...